From a dataset of the Open Reaction Database (ORD), a public repository of structured organic reaction records. describe an organic reaction: reactants, conditions, products, and yield Reactants: O (water), FC(C=1C=C(C(=O)N2[C@@H](CNCC2)CC2=CNC3=CC=CC=C23)C=C(C1)C(F)(F)F)(F)F ((2R)-1-[3,5-bis(trifluoromethyl)benzoyl]-2-(1H-indol-3-ylmethyl)piperazine), BrCC(=O)C1=CC=C(C=C1)N(C)C (2-bromo-4'-dimethylaminoacetophenone), C([O-])([O-])=O.[K+].[K+] (potassium carbonate). The solvent is CN(C=O)C (N,N-dimethylformamide). Reaction conditions: time 2 hour. Product: FC(C=1C=C(C(=O)N2[C@@H](CN(CC2)CC(=O)C2=CC=C(C=C2)N(C)C)CC2=CNC3=CC=CC=C23)C=C(C1)C(F)(F)F)(F)F ((2R)-1-[3,5-bis(trifluoromethyl)benzoyl]-4-(4-dimethylaminophenylcarbonylmethyl)-2-(1H-indol-3-ylmethyl)piperazine). Yield: 64.0%. RXN SMILES: [F:1][C:2]([F:32])([F:31])[C:3]1[CH:4]=[C:5]([CH:24]=[C:25]([C:27]([F:30])([F:29])[F:28])[CH:26]=1)[C:6]([N:8]1[CH2:13][CH2:12][NH:11][CH2:10][C@H:9]1[CH2:14][C:15]1[C:23]2[C:18](=[CH:19][CH:20]=[CH:21][CH:22]=2)[NH:17][CH:16]=1)=[O:7].Br[CH2:34][C:35]([C:37]1[CH:42]=[CH:41][C:40]([N:43]([CH3:45])[CH3:44])=[CH:39][CH:38]=1)=[O:36].C(=O)([O-])[O-].[K+].[K+].O>CN(C)C=O>[F:30][C:27]([F:28])([F:29])[C:25]1[CH:24]=[C:5]([CH:4]=[C:3]([C:2]([F:1])([F:31])[F:32])[CH:26]=1)[C:6]([N:8]1[CH2:13][CH2:12][N:11]([CH2:34][C:35]([C:37]2[CH:42]=[CH:41][C:40]([N:43]([CH3:44])[CH3:45])=[CH:39][CH:38]=2)=[O:36])[CH2:10][C@H:9]1[CH2:14][C:15]1[C:23]2[C:18](=[CH:19][CH:20]=[CH:21][CH:22]=2)[NH:17][CH:16]=1)=[O:7] |f:2.3.4|. Reported procedure: A mixture of (2R)-1-[3,5-bis(trifluoromethyl)benzoyl]-2-(1H-indol-3-ylmethyl)piperazine (0.3 g), 2-bromo-4'-dimethylaminoacetophenone (0.2 g) and potassium carbonate (0.16 g) in N,N-dimethylformamide (5 ml) was stirred at room temperature for 2 hours. The reaction mixture was poured into water (20 ml) and extracted with ethyl acetate. The organic layer was washed with water and dried over magnesium sulfate. After evaporation of the solvent, the resulting residue was purified by column chromatogr... Starting materials: FC1=CC=C(C=C1)N1N=CC2=CC(=CC=C12)/C(=C/C(=O)OC)/C1=CC=CC=C1 ((E)-methyl 3-(1-(4-fluorophenyl)-1H-indazol-5-yl)-3-phenylacrylate). Run in CCO (EtOH). Reaction conditions: time 7 hour. Yields the product FC1=CC=C(C=C1)N1N=CC2=CC(=CC=C12)C(CC(=O)OC)C1=CC=CC=C1 (methyl 3-(1-(4-fluorophenyl)-1H-indazol-5-yl)-3-phenylpropanoate). Isolated yield 64.0%. RXN SMILES: [F:1][C:2]1[CH:7]=[CH:6][C:5]([N:8]2[C:16]3[C:11](=[CH:12][C:13](/[C:17](/[C:23]4[CH:28]=[CH:27][CH:26]=[CH:25][CH:24]=4)=[CH:18]/[C:19]([O:21][CH3:22])=[O:20])=[CH:14][CH:15]=3)[CH:10]=[N:9]2)=[CH:4][CH:3]=1>CCO>[F:1][C:2]1[CH:3]=[CH:4][C:5]([N:8]2[C:16]3[C:11](=[CH:12][C:13]([CH:17]([C:23]4[CH:24]=[CH:25][CH:26]=[CH:27][CH:28]=4)[CH2:18][C:19]([O:21][CH3:22])=[O:20])=[CH:14][CH:15]=3)[CH:10]=[N:9]2)=[CH:6][CH:7]=1. Reported procedure: (E)-methyl 3-(1-(4-fluorophenyl)-1H-indazol-5-yl)-3-phenylacrylate was dissolved in 30 mL EtOH in a Parr bottle and flushed with N2. 10% Pd on carbon was added and the reaction was put on a Parr shaker under 50 psi of H2 for 7 hours. LC-MS after this time indicated that the reaction was complete so the catalyst was filtered off and the solution concentrated in vacuo. The residue was purified using a 40 g MPLC column using a 10 to 25% EtOAc in hexanes gradient to give methyl 3-(1-(4-fluorophenyl)... Reactants: C1CCOC1, CNOC, CCN(C(C)C)C(C)C, Cl, Cl, Nc1nc(CCl)cs1. The product is CON(C)Cc1csc(N)n1. RXN SMILES: [CH2:24]1[O:25][CH2:26][CH2:27][CH2:28]1.[CH3:11][NH:12][O:13][CH3:14].[CH:15]([N:16]([CH2:17][CH3:18])[CH:19]([CH3:20])[CH3:21])([CH3:22])[CH3:23].[ClH:10].[ClH:1].[NH2:2][c:3]1[s:4][cH:5][c:6]([CH2:8][Cl:9])[n:7]1>>[NH2:2][c:3]1[s:4][cH:5][c:6]([CH2:8][N:12]([CH3:11])[O:13][CH3:14])[n:7]1.